describe an organic reaction: reactants, conditions, products, and yield From a dataset of the Open Reaction Database (ORD), a public repository of structured organic reaction records. Starting materials: product, ClC=1N=NC(=CC1)N1C=NC=C1 (3-chloro-6-(1H-imidazol-1-yl)pyridazine), Cl.N1CC2(CC1)OCC1=C2C=CC=C1 (3H-spiro[2-benzofuran-1,3′-pyrrolidine] hydrochloride). The solvent is C(C)N(CC)CC (triethylamine). The product is N1(C=NC=C1)C1=CC=C(N=N1)N1CC2(CC1)OCC1=C2C=CC=C1 (1′-[6-(1H-imidazol-1-yl)pyridazin-3-yl]-3H-spiro[2-benzofuran-1,3′-pyrrolidine]). RXN SMILES: Cl[C:2]1[N:3]=[N:4][C:5]([N:8]2[CH:12]=[CH:11][N:10]=[CH:9]2)=[CH:6][CH:7]=1.Cl.[NH:14]1[CH2:18][CH2:17][C:16]2([C:22]3[CH:23]=[CH:24][CH:25]=[CH:26][C:21]=3[CH2:20][O:19]2)[CH2:15]1>C(N(CC)CC)C>[N:8]1([C:5]2[N:4]=[N:3][C:2]([N:14]3[CH2:18][CH2:17][C:16]4([C:22]5[CH:23]=[CH:24][CH:25]=[CH:26][C:21]=5[CH2:20][O:19]4)[CH2:15]3)=[CH:7][CH:6]=2)[CH:12]=[CH:11][N:10]=[CH:9]1 |f:1.2|. Procedure details: The object product (195 mg, 61%) was obtained in the same manner as in Example 165 and using 3-chloro-6-(1H-imidazol-1-yl)pyridazine (180 mg), 3H-spiro[2-benzofuran-1,3′-pyrrolidine] hydrochloride (200 mg) obtained in Example 43(5) and triethylamine (0.42 mL). Starting materials: [H-].[Na+] (NaH), ClC=1OC=2C(N1)=C(C=CC2)C(=O)OC (methyl 2-chlorobenzoxazole-4-carboxylate), COC1CCNCC1 (4-methoxypiperidine). Solvent: CN1CCCC1=O (NMP), CN1CCCC1=O (NMP). Conditions: time 18 hour. Product: COC1CCN(CC1)C=1OC=2C(N1)=C(C=CC2)C(=O)OC (methyl 2-(4-methoxypiperidin-1-yl)benzoxazole-4-carboxylate). Yield: 50.8%. Reaction SMILES: Cl[C:2]1[O:3][C:4]2[C:5](=[C:7]([C:11]([O:13][CH3:14])=[O:12])[CH:8]=[CH:9][CH:10]=2)[N:6]=1.[CH3:15][O:16][CH:17]1[CH2:22][CH2:21][NH:20][CH2:19][CH2:18]1.[H-].[Na+]>CN1C(=O)CCC1>[CH3:15][O:16][CH:17]1[CH2:22][CH2:21][N:20]([C:2]2[O:3][C:4]3[C:5](=[C:7]([C:11]([O:13][CH3:14])=[O:12])[CH:8]=[CH:9][CH:10]=3)[N:6]=2)[CH2:19][CH2:18]1 |f:2.3|. Reported procedure: To a solution of methyl 2-chlorobenzoxazole-4-carboxylate (210 mg, 0.99 mmol) in NMP (5 mL) was added 4-methoxypiperidine (230 mg, 1.98 mmol) in NMP (5 mL) at room temperature. NaH was added to the mixture in two portions in 5 min. The mixture was stirred at room temperature for 18 h. The reaction was quenched by adding 10 mL of CH3OH followed by concentration to dryness. The crude material was purified by column chromatography (silica gel, 50% EtOAc in hexane) to afford methyl 2-(4-methoxypiper...